From a dataset of the Open Reaction Database (ORD), a public repository of structured organic reaction records. describe an organic reaction: reactants, conditions, products, and yield The reactants are ClC(Cl)Cl, CC(C)C(c1cncnc1C=NO)N(C)C(=O)Cc1ccccc1. The product is CC(C)C(c1cncnc1C#N)N(C)C(=O)Cc1ccccc1. Reaction SMILES: [CH:25]([Cl:26])([Cl:27])[Cl:28].[OH:1][N:2]=[CH:3][c:4]1[n:5][cH:6][n:7][cH:8][c:9]1[CH:10]([CH:11]([CH3:12])[CH3:13])[N:14]([C:15]([CH2:16][c:17]1[cH:18][cH:19][cH:20][cH:21][cH:22]1)=[O:23])[CH3:24]>>[N:2]#[C:3][c:4]1[n:5][cH:6][n:7][cH:8][c:9]1[CH:10]([CH:11]([CH3:12])[CH3:13])[N:14]([C:15]([CH2:16][c:17]1[cH:18][cH:19][cH:20][cH:21][cH:22]1)=[O:23])[CH3:24]. Starting materials: COc1cc(OC)nc(C(C)SC)n1, C[O-], CO, Nc1ccccc1Cl, ClCCl, CC(C)(C)OCl, [Na+], O. The product is COc1cc(OC)nc(C(C)(SC)c2cccc(Cl)c2N)n1. Reaction SMILES: [CH3:15][S:16][CH:17]([CH3:18])[c:19]1[n:20][c:21]([O:27][CH3:28])[cH:22][c:23]([O:25][CH3:26])[n:24]1.[CH3:29][O-:30].[CH3:36][OH:37].[Cl:1][c:2]1[c:3]([NH2:4])[cH:5][cH:6][cH:7][cH:8]1.[Cl:32][CH2:33][Cl:34].[Cl:9][O:10][C:11]([CH3:12])([CH3:13])[CH3:14].[Na+:31].[OH2:35]>>[Cl:1][c:2]1[c:3]([NH2:4])[c:5]([C:17]([S:16][CH3:15])([CH3:18])[c:19]2[n:20][c:21]([O:27][CH3:28])[cH:22][c:23]([O:25][CH3:26])[n:24]2)[cH:6][cH:7][cH:8]1. Starting materials: ClC1=C(C(=O)C2=C(C=CC(=C2)Cl)N2N=C(N=C2CCl)C(=O)Cl)C=CC=C1 (1-[2-(o-chlorobenzoyl)-4-chlorophenyl]-5-(chloromethyl)-1H-1,2,4-triazole-3-carbonyl chloride), C(C)N (ethylamine). Run in O1CCOCC1 (dioxane), O1CCOCC1 (dioxane). Yields the product C(C)NC(=O)C1=NN(C(=N1)CCl)C1=C(C=C(C=C1)Cl)C(C1=C(C=CC=C1)Cl)=O (N-ethyl-1-[2-(o-chlorobenzoyl)-4-chlorophenyl]-5-(chloromethyl)-1H-1,2,4-triazole-3-carboxamide). RXN SMILES: [Cl:1][C:2]1[CH:26]=[CH:25][CH:24]=[CH:23][C:3]=1[C:4]([C:6]1[CH:11]=[C:10]([Cl:12])[CH:9]=[CH:8][C:7]=1[N:13]1[C:17]([CH2:18][Cl:19])=[N:16][C:15]([C:20](Cl)=[O:21])=[N:14]1)=[O:5].[CH2:27]([NH2:29])[CH3:28]>O1CCOCC1>[CH2:27]([NH:29][C:20]([C:15]1[N:16]=[C:17]([CH2:18][Cl:19])[N:13]([C:7]2[CH:8]=[CH:9][C:10]([Cl:12])=[CH:11][C:6]=2[C:4](=[O:5])[C:3]2[CH:23]=[CH:24][CH:25]=[CH:26][C:2]=2[Cl:1])[N:14]=1)=[O:21])[CH3:28]. Procedure details: The resulting crude 1-[2-(o-chlorobenzoyl)-4-chlorophenyl]-5-(chloromethyl)-1H-1,2,4-triazole-3-carbonyl chloride is dissolved in 80 ml of dioxane, and to the solution is added dropwise at room temperature, in the course of 30 minutes, a solution of 1.98 g (0.044 mole) of ethylamine in 30 ml of dioxane. The ethylamine hydrochloride gradually precipitates out. The reaction mixture is concentrated in vacuo to dryness. Ice water and ether are added to the residue; the organic phase is separated and... Reactants: CCN1CCNCC1, Cc1cccc(-c2ccc(Cl)nc2)n1. Yields the product CCN1CCN(c2ccc(-c3cccc(C)n3)cn2)CC1. As a reaction SMILES: [CH2:1]([CH3:2])[N:3]1[CH2:4][CH2:5][NH:6][CH2:7][CH2:8]1.[Cl:9][c:10]1[cH:11][cH:12][c:13](-[c:16]2[n:17][c:18]([CH3:22])[cH:19][cH:20][cH:21]2)[cH:14][n:15]1>>[CH2:1]([CH3:2])[N:3]1[CH2:4][CH2:5][N:6]([c:10]2[cH:11][cH:12][c:13](-[c:16]3[n:17][c:18]([CH3:22])[cH:19][cH:20][cH:21]3)[cH:14][n:15]2)[CH2:7][CH2:8]1. Starting materials: N#CCC(=O)O, CC#N, Cl, Nc1nnc(-c2ccccc2)s1. Product: N#CCC(=O)Nc1nnc(-c2ccccc2)s1. Reaction SMILES: [C:13](#[N:14])[CH2:15][C:16](=[O:17])[OH:18].[CH3:19][C:20]#[N:21].[ClH:22].[c:1]1(-[c:7]2[n:8][n:9][c:10]([NH2:12])[s:11]2)[cH:2][cH:3][cH:4][cH:5][cH:6]1>>[c:1]1(-[c:7]2[n:8][n:9][c:10]([NH:12][C:16]([CH2:15][C:13]#[N:14])=[O:17])[s:11]2)[cH:2][cH:3][cH:4][cH:5][cH:6]1. The product is C(C)N1C2=CC=CC=C2C=2C=CC(=CC12)C=O (9-ethyl-9H-carbazole-2-carbaldehyde). RXN SMILES: [CH:1]1[C:13]2[NH:12][C:11]3[C:6](=[CH:7][CH:8]=[CH:9][CH:10]=3)[C:5]=2[CH:4]=[CH:3][C:2]=1[CH:14]=[O:15].C([O-])([O-])=O.[K+].[K+].Br[CH2:23][CH3:24].CC(=O)OCC>CN(C=O)C>[CH2:23]([N:12]1[C:13]2[CH:1]=[C:2]([CH:14]=[O:15])[CH:3]=[CH:4][C:5]=2[C:6]2[C:11]1=[CH:10][CH:9]=[CH:8][CH:7]=2)[CH3:24] |f:1.2.3|. Run in CN(C)C=O (DMF). Starting materials: CC(OCC)=O (EA), C1=C(C=CC=2C3=CC=CC=C3NC12)C=O (9H-carbazole-2-carbaldehyde), BrCC (bromoethane), C(=O)([O-])[O-].[K+].[K+] (K2CO3). The yield is 61.4%. Procedure: A 100-mL round-bottom flask was charged with a solution of 9H-carbazole-2-carbaldehyde (3.7 g, 18.97 mmol, 1.00 equiv) in DMF (50 mL). To this was added K2CO3 (5.23 g, 37.90 mmol, 2.00 equiv) followed by addition of bromoethane (10 g, 91.74 mmol, 4.80 equiv). The resulting solution was stirred overnight at room temperature. The reaction progress was monitored by TLC (EA:PE=1:3). Upon completion, the reaction mixture was quenched with water (100 mL). The resulting mixture was extracted with ethyl... Run at time 8 hour. Reactants: N#N (N2), C(=O)([O-])[O-].[K+].[K+] (K2CO3), ClCC1=CN=C(S1)C1(OCCO1)C (5-chloromethyl-2-(2-methyl-[1,3]dioxolan-2-yl)-thiazole), [N+](=O)([O-])C=1C=NNC1 (4-nitro-1H-pyrazole), [Br-] (bromide). Run in CC(=O)C (acetone), CC(=O)C (acetone). Product: CC1(OCCO1)C=1SC(=CN1)CN1N=CC(=C1)[N+](=O)[O-] (2-(2-Methyl-[1,3]dioxolan-2-yl)-5-(4-nitro-pyrazol-1-ylmethyl)-thiazole). As a reaction SMILES: N#N.Cl[CH2:4][C:5]1[S:9][C:8]([C:10]2([CH3:15])[O:14][CH2:13][CH2:12][O:11]2)=[N:7][CH:6]=1.[N+:16]([C:19]1[CH:20]=[N:21][NH:22][CH:23]=1)([O-:18])=[O:17].C([O-])([O-])=O.[K+].[K+].[Br-]>CC(C)=O>[CH3:15][C:10]1([C:8]2[S:9][C:5]([CH2:4][N:21]3[CH:20]=[C:19]([N+:16]([O-:18])=[O:17])[CH:23]=[N:22]3)=[CH:6][N:7]=2)[O:14][CH2:13][CH2:12][O:11]1 |f:3.4.5|. Procedure: In a flame dried round-bottomed flask equipped with a magnetic stir bar and under inert atmosphere (N2), a solution of 5-chloromethyl-2-(2-methyl-[1,3]dioxolan-2-yl)-thiazole (495 mg, 2.25 mmol) in acetone (1.0 mL) was added to a solution of 4-nitro-1H-pyrazole (268 mg, 2.37 mmol) in acetone (1.0 mL). K2CO3 (1.57 g, 11.27 mmol) followed by TBA bromide (145 mg, 0.45 mmol) were added and the reaction mixture was stirred at rt until completion. The solvent was removed under reduced pressure and wat... The reactants are O (water), C(C)(C)N(C(C)C)CC (N,N-Diisopropylethylamine), ClC1=CC=C(CNC(=O)C=2C(C3=C(N(C2)C)OC(=C3)CCl)=O)C=C1 (N-(4-chlorobenzyl)-2-(chloromethyl)-7-methyl-4-oxo-4,7-dihydrofuro[2,3-b]pyridine-5-carboxamide), CNCC(O)C=1SC=CN1 (rac-2-(methylamino)-1-(1,3-thiazol-2-yl)ethanol). Run in CN(C)C=O (DMF). Reaction conditions: temperature 90 celsius. Product: ClC1=CC=C(CNC(=O)C=2C(C3=C(N(C2)C)OC(=C3)CN(C)CC(C=3SC=CN3)O)=O)C=C1 (N-(4-Chlorobenzyl)-2-(((2-hydroxy-2-(1,3-thiazol-2-yl)ethyl)(methyl)amino)methyl)-7-methyl-4-oxo-4,7-dihydrofuro[2,3-b]pyridine-5-carboxamide). Isolated yield 36.0%. Reaction SMILES: C(N(CC)C(C)C)(C)C.[Cl:10][C:11]1[CH:33]=[CH:32][C:14]([CH2:15][NH:16][C:17]([C:19]2[C:20](=[O:31])[C:21]3[CH:28]=[C:27]([CH2:29]Cl)[O:26][C:22]=3[N:23]([CH3:25])[CH:24]=2)=[O:18])=[CH:13][CH:12]=1.[CH3:34][NH:35][CH2:36][CH:37]([C:39]1[S:40][CH:41]=[CH:42][N:43]=1)[OH:38].O>CN(C=O)C>[Cl:10][C:11]1[CH:33]=[CH:32][C:14]([CH2:15][NH:16][C:17]([C:19]2[C:20](=[O:31])[C:21]3[CH:28]=[C:27]([CH2:29][N:35]([CH2:36][CH:37]([OH:38])[C:39]4[S:40][CH:41]=[CH:42][N:43]=4)[CH3:34])[O:26][C:22]=3[N:23]([CH3:25])[CH:24]=2)=[O:18])=[CH:13][CH:12]=1. Procedure details: N,N-Diisopropylethylamine (0.24 mL) and N-(4-chlorobenzyl)-2-(chloromethyl)-7-methyl-4-oxo-4,7-dihydrofuro[2,3-b]pyridine-5-carboxamide (Example 2, 0.250 g) were added to a solution of rac-2-(methylamino)-1-(1,3-thiazol-2-yl)ethanol (Preparation 53, 0.217 g) in DMF (15 mL). The reaction mixture was heated to 90° C. for 2 h. The mixture was allowed to cool to room temperature, poured into water (30 mL), and was extracted with ethyl acetate (3×50 mL). The combined organic layers were washed with b...